This data is from the Open Reaction Database (ORD), a public repository of structured organic reaction records. The task is: describe an organic reaction: reactants, conditions, products, and yield The reactants are Cc1cccc(C)c1NCC=O, O=C(Cl)CCl, [Na+], [Na+], O=C([O-])[O-], O, c1ccccc1. Yields the product Cc1cccc(C)c1N(CC=O)C(=O)CCl. Reaction SMILES: [CH3:1][c:2]1[c:3]([NH:4][CH2:5][CH:6]=[O:7])[c:8]([CH3:12])[cH:9][cH:10][cH:11]1.[Cl:25][CH2:26][C:27](=[O:28])[Cl:29].[Na+:13].[Na+:14].[O-:15][C:16](=[O:17])[O-:18].[OH2:30].[cH:19]1[cH:20][cH:21][cH:22][cH:23][cH:24]1>>[CH3:1][c:2]1[c:3]([N:4]([CH2:5][CH:6]=[O:7])[C:27]([CH2:26][Cl:25])=[O:28])[c:8]([CH3:12])[cH:9][cH:10][cH:11]1. Starting materials: BrC1=CC2=C(C=C1)N1C3=C2C=CC=C3C(C=3C=CC=CC13)(C)C (3-bromo-8,8-dimethyl-8H-indolo[3,2,1-de]-acridine), C1=CC=CC=2C3=CC=CC=C3NC12 (carbazole). The product is C1=CC=CC=2C3=CC=CC=C3N(C12)C1=CC2=C(C=C1)N1C3=C2C=CC=C3C(C=3C=CC=CC13)(C)C (3-Carbazol-9-yl-8,8-dimethyl-8H-indolo[3,2,1-de]acridine). RXN SMILES: Br[C:2]1[CH:7]=[CH:6][C:5]2[N:8]3[C:21]4[CH:20]=[CH:19][CH:18]=[CH:17][C:16]=4[C:15]([CH3:23])([CH3:22])[C:14]4[C:9]3=[C:10]([CH:11]=[CH:12][CH:13]=4)[C:4]=2[CH:3]=1.[CH:24]1[C:36]2[NH:35][C:34]3[C:29](=[CH:30][CH:31]=[CH:32][CH:33]=3)[C:28]=2[CH:27]=[CH:26][CH:25]=1>>[CH:33]1[C:34]2[N:35]([C:2]3[CH:7]=[CH:6][C:5]4[N:8]5[C:21]6[CH:20]=[CH:19][CH:18]=[CH:17][C:16]=6[C:15]([CH3:23])([CH3:22])[C:14]6[C:9]5=[C:10]([CH:11]=[CH:12][CH:13]=6)[C:4]=4[CH:3]=3)[C:36]3[C:28](=[CH:27][CH:26]=[CH:25][CH:24]=3)[C:29]=2[CH:30]=[CH:31][CH:32]=1. Procedure details: The compound is synthesised by the same procedure as Example 18 by reaction of 31 g (86.0 mmol) of 3-bromo-8,8-dimethyl-8H-indolo[3,2,1-de]-acridine with 16 g (95.9 mmol) of carbazole.